Dataset: the Open Reaction Database (ORD), a public repository of structured organic reaction records. Task: describe an organic reaction: reactants, conditions, products, and yield Starting materials: C(C)(=O)C=1C=CC(=C(C(=O)OC)C1)OC (Methyl 5-acetyl-2-methoxybenzoate), COC(N(C)C)OC (N,N-dimethylformamide dimethyl acetal), CO (Methanol), COC(N(C)C)OC (N,N-dimethylformamide dimethyl acetal). Procedure: Methyl 5-acetyl-2-methoxybenzoate (11.98 g, 48.0 mmol) was added to N,N-dimethylformamide dimethyl acetal (44.6 g, 374.5 mmol) held under a nitrogen atmosphere. The resulting solution was heated at 95° C. for 60 minutes. Methanol (10 ml) was then removed by atmospheric distillation and further N,N-dimethylformamide dimethyl acetal (8.90 g, 74.9 mmol) added. The resulting solution was heated at 95° C. for a further 270 minutes. The reaction was then cooled to 50° C. and ethyl acetate (35 mL) adde... Run at temperature 95 celsius. As a reaction SMILES: [C:1]([C:4]1[CH:5]=[CH:6][C:7]([O:14][CH3:15])=[C:8]([CH:13]=1)[C:9]([O:11][CH3:12])=[O:10])(=[O:3])[CH3:2].CO[CH:18](OC)[N:19]([CH3:21])[CH3:20].CO>C(OCC)(=O)C>[CH3:18][N:19]([CH3:21])/[CH:20]=[CH:2]/[C:1]([C:4]1[CH:5]=[CH:6][C:7]([O:14][CH3:15])=[C:8]([CH:13]=1)[C:9]([O:11][CH3:12])=[O:10])=[O:3]. The solvent is C(C)(=O)OCC (ethyl acetate). The product is CN(/C=C/C(=O)C=1C=CC(=C(C(=O)OC)C1)OC)C (Methyl 5-[(2E)-3-(dimethylamino)prop-2-enoyl]-2-methoxybenzoate). Isolated yield 90.1%.